Task: describe an organic reaction: reactants, conditions, products, and yield. Dataset: the Open Reaction Database (ORD), a public repository of structured organic reaction records Reactants: CC#N, CCOC(C)=O, CCN(C(C)C)C(C)C, COCC12Cc3cnn(-c4ccc(F)cc4)c3C=C1CCN(S(=O)(=O)c1ccc(Cl)nc1)C2, Cl, FC1CCNC1. The product is COCC12Cc3cnn(-c4ccc(F)cc4)c3C=C1CCN(S(=O)(=O)c1ccc(N3CCC(F)C3)nc1)C2. As a reaction SMILES: [CH3:50][C:51]#[N:52].[CH3:53][CH2:54][O:55][C:56](=[O:57])[CH3:58].[CH:34]([N:35]([CH:36]([CH3:37])[CH3:38])[CH2:39][CH3:40])([CH3:41])[CH3:42].[Cl:1][c:2]1[cH:3][cH:4][c:5]([S:8](=[O:9])(=[O:10])[N:11]2[CH2:12][C:13]3([CH2:31][O:32][CH3:33])[CH2:14][c:15]4[c:16]([n:21](-[c:24]5[cH:25][cH:26][c:27]([F:30])[cH:28][cH:29]5)[n:22][cH:23]4)[CH:17]=[C:18]3[CH2:19][CH2:20]2)[cH:6][n:7]1.[ClH:43].[F:44][CH:45]1[CH2:46][NH:47][CH2:48][CH2:49]1>>[c:2]1([N:47]2[CH2:46][CH:45]([F:44])[CH2:49][CH2:48]2)[cH:3][cH:4][c:5]([S:8](=[O:9])(=[O:10])[N:11]2[CH2:12][C:13]3([CH2:31][O:32][CH3:33])[CH2:14][c:15]4[c:16]([n:21](-[c:24]5[cH:25][cH:26][c:27]([F:30])[cH:28][cH:29]5)[n:22][cH:23]4)[CH:17]=[C:18]3[CH2:19][CH2:20]2)[cH:6][n:7]1. As a reaction SMILES: [CH3:42][CH2:43][O:44][C:45]([CH3:46])=[O:47].[CH3:51][N:52]([CH3:53])[c:54]1[cH:55][cH:56][n:57][cH:58][cH:59]1.[CH:33]([N:34]([CH:35]([CH3:36])[CH3:37])[CH2:38][CH3:39])([CH3:40])[CH3:41].[Cl:48][CH2:49][Cl:50].[ClH:11].[F:12][c:13]1[cH:14][cH:15][c:16]([O:17][c:18]2[cH:19][c:20]([CH2:21][CH:22]3[CH2:23][NH:24][CH2:25][CH2:26][CH2:27]3)[cH:28][cH:29][cH:30]2)[cH:31][cH:32]1.[n:1]1[cH:2][cH:3][n:4]2[c:5]1[cH:6][c:7]([NH2:10])[cH:8][cH:9]2>>[n:1]1[cH:2][cH:3][n:4]2[c:5]1[cH:6][c:7]([NH:10][C:43]([N:24]1[CH2:23][CH:22]([CH2:21][c:20]3[cH:19][c:18]([O:17][c:16]4[cH:15][cH:14][c:13]([F:12])[cH:32][cH:31]4)[cH:30][cH:29][cH:28]3)[CH2:27][CH2:26][CH2:25]1)=[O:44])[cH:8][cH:9]2. Reactants: CCOC(C)=O, CN(C)c1ccncc1, CCN(C(C)C)C(C)C, ClCCl, Cl, Fc1ccc(Oc2cccc(CC3CCCNC3)c2)cc1, Nc1ccn2ccnc2c1. Product: O=C(Nc1ccn2ccnc2c1)N1CCCC(Cc2cccc(Oc3ccc(F)cc3)c2)C1.